Dataset: the Open Reaction Database (ORD), a public repository of structured organic reaction records. Task: describe an organic reaction: reactants, conditions, products, and yield Reactants: N(N)C1=CC=C(C(=O)O)C=C1 (4-hydrazinobenzoic acid), C1(CCCCC1)=O (cyclohexanone), Cl (HCl). The solvent is O (water), C(C)(=O)O (acetic acid). Product: C1CCCC=2C3=CC(=CC=C3NC12)C(=O)O (1,2,3,4-tetrahydrocarbazole-6-carboxylic acid). The yield is 50.8%. As a reaction SMILES: [NH:1]([C:3]1[CH:11]=[CH:10][C:6]([C:7]([OH:9])=[O:8])=[CH:5][CH:4]=1)N.[C:12]1(=O)[CH2:17][CH2:16][CH2:15][CH2:14][CH2:13]1.Cl>C(O)(=O)C.O>[CH2:14]1[C:13]2[NH:1][C:3]3[C:11](=[CH:10][C:6]([C:7]([OH:9])=[O:8])=[CH:5][CH:4]=3)[C:12]=2[CH2:17][CH2:16][CH2:15]1. Reported procedure: A mixture of 4-hydrazinobenzoic acid (5.0 g, 32.9 mmol) and cyclohexanone (3.3 g, 33 mmol) in 30 mL of acetic acid was heated under reflux for 4 hours, then cooled, diluted with water and acidified with HCl. The resultant solid was collected by filtration, washed with water and dried to give 3.6 g of the title compound as a crystalline solid. Reactants: CO, Cc1cc(N2CC(CNC(=O)c3ccc(Cl)s3)OC2=O)ccc1-n1cccc(CO)c1=O, ClCCl, O=S(Br)Br. The product is Cc1cc(N2CC(CNC(=O)c3ccc(Cl)s3)OC2=O)ccc1-n1cccc(CBr)c1=O. As a reaction SMILES: [CH3:40][OH:41].[Cl:1][c:2]1[cH:3][cH:4][c:5]([C:7](=[O:8])[NH:9][CH2:10][CH:11]2[CH2:12][N:13]([c:17]3[cH:18][c:19]([CH3:32])[c:20](-[n:23]4[c:24](=[O:31])[c:25]([CH2:29][OH:30])[cH:26][cH:27][cH:28]4)[cH:21][cH:22]3)[C:14](=[O:16])[O:15]2)[s:6]1.[Cl:37][CH2:38][Cl:39].[S:33]([Br:34])([Br:35])=[O:36]>>[Cl:1][c:2]1[cH:3][cH:4][c:5]([C:7](=[O:8])[NH:9][CH2:10][CH:11]2[CH2:12][N:13]([c:17]3[cH:18][c:19]([CH3:32])[c:20](-[n:23]4[c:24](=[O:31])[c:25]([CH2:29][Br:35])[cH:26][cH:27][cH:28]4)[cH:21][cH:22]3)[C:14](=[O:16])[O:15]2)[s:6]1. Reactants: CCN, [Cl-], ClCCl, Cl, CN(C)C=O, O=S(Cl)Cl, c1ccncc1, O=C(O)c1ccsc1. Product: CCNC(=O)c1ccsc1. Reaction SMILES: [CH2:14]([CH3:15])[NH2:16].[Cl-:17].[Cl:24][CH2:25][Cl:26].[ClH:13].[O:27]=[CH:28][N:29]([CH3:30])[CH3:31].[S:9]([Cl:10])([Cl:11])=[O:12].[cH:18]1[cH:19][cH:20][n:21][cH:22][cH:23]1.[s:1]1[cH:2][c:3]([C:6](=[O:7])[OH:8])[cH:4][cH:5]1>>[s:1]1[cH:2][c:3]([C:6](=[O:8])[NH:16][CH2:14][CH3:15])[cH:4][cH:5]1. Reactants: COCCO, CNC(=O)c1ccccc1Nc1nc(Cl)ncc1Cl, Cl, CC1(C)CCC(=O)Nc2ccc(N)cc21, C1COCCO1. Reaction SMILES: [CH3:42][O:43][CH2:44][CH2:45][OH:46].[Cl:1][c:2]1[n:3][cH:4][c:5]([Cl:19])[c:6]([NH:8][c:9]2[c:10]([C:11](=[O:12])[NH:13][CH3:14])[cH:15][cH:16][cH:17][cH:18]2)[n:7]1.[ClH:35].[NH2:20][c:21]1[cH:22][c:23]2[c:24]([cH:33][cH:34]1)[NH:25][C:26](=[O:32])[CH2:27][CH2:28][C:29]2([CH3:30])[CH3:31].[O:36]1[CH2:37][CH2:38][O:39][CH2:40][CH2:41]1>>[c:2]1([NH:20][c:21]2[cH:22][c:23]3[c:24]([cH:33][cH:34]2)[NH:25][C:26](=[O:32])[CH2:27][CH2:28][C:29]3([CH3:30])[CH3:31])[n:3][cH:4][c:5]([Cl:19])[c:6]([NH:8][c:9]2[c:10]([C:11](=[O:12])[NH:13][CH3:14])[cH:15][cH:16][cH:17][cH:18]2)[n:7]1. Product: CNC(=O)c1ccccc1Nc1nc(Nc2ccc3c(c2)C(C)(C)CCC(=O)N3)ncc1Cl. Yields the product SCC[N+](C)(C)C (thiocholine), C(C)(=O)N[C@@H](CS)C(=O)O (N-acetylcysteine). RXN SMILES: [NH2:1][C@H:2]([C:5]([OH:7])=[O:6])[CH2:3][SH:4].[C:8]([S:11][CH2:12][CH2:13][N+:14]([CH3:17])([CH3:16])[CH3:15])(=[O:10])[CH3:9]>>[SH:11][CH2:12][CH2:13][N+:14]([CH3:17])([CH3:16])[CH3:15].[C:8]([NH:1][C@H:2]([C:5]([OH:7])=[O:6])[CH2:3][SH:4])(=[O:10])[CH3:9]. Procedure details: reacting the cysteine with the acetylthiocholine to form thiocholine and N-acetylcysteine, each in a concentration of about 0.2 molar to about 3.0 molar and in a molar ratio of thiocholine to N-acetylcysteine of 1:1.2 to 1.2:1. The reactants are N[C@@H](CS)C(=O)O (cysteine), C(C)(=O)SCC[N+](C)(C)C (acetylthiocholine). The reactants are O (Water), [C@@H]1([C@H](C1)C(=O)O)C(=O)OC (cis-methyl hydrogen cyclopropane-1,2-dicarboxylate), CN(C)C=O (DMF), ClS(=O)(=O)N=C=O (chlorosulfonyl isocyanate). The solvent is C1=CC=CC=C1 (benzene). Reaction conditions: temperature 60 celsius, time 30 minute. Yields the product C(#N)[C@@H]1[C@@H](C1)C(=O)OC (methyl cis-2-cyanocyclopropanecarboxylate). The yield is 55.8%. RXN SMILES: ClS([N:5]=C=O)(=O)=O.[C@@H:8]1([C:14]([O:16][CH3:17])=[O:15])[CH2:10][C@@H:9]1[C:11](O)=O.CN(C=O)C.O>C1C=CC=CC=1>[C:11]([C@H:9]1[CH2:10][C@H:8]1[C:14]([O:16][CH3:17])=[O:15])#[N:5]. Procedure details: In 25 ml of benzene was dissolved 13.77 g (97 mmol) of chlorosulfonyl isocyanate, and to the solution was added 12.7 g (88 mmol) of cis-methyl hydrogen cyclopropane-1,2-dicarboxylate which had been synthesized by the process of Journal of Organic Chemistry, Vol. 36, pp. 3356-3361 (1971). The mixture was stirred on an oil bath at 60° C. for 30 minutes. After cooling, 13.6 ml (176 mmol) of DMF was added thereto, followed by stirring for 30 minutes. Water was added thereto, and the reaction mixture... Starting materials: CN1CC2=C(NC=3C=CC(=CC23)C)CC1 (2,8-dimethyl-2,3,4,5-tetrahydro-1H-pyrido[4,3-b]indole), BrC1=CN=CN1C (5-bromo-1-methyl-1H-imidazole), [O-]P(=O)([O-])[O-].[K+].[K+].[K+] (K3PO4), N1[C@H](C(=O)O)CCC1 (L-Proline). Reagents/catalysts: [Cu]I (CuI). Run in CN(C)C=O (DMF), O (water). Yields the product CN1CC2=C(N(C=3C=CC(=CC23)C)C=2N(C=NC2)C)CC1 (2,8-dimethyl-5-(3-methyl-3H-imidazol-4-yl)-2,3,4,5-tetrahydro-1H-pyrido[4,3-b]indole). Isolated yield 2.7%. As a reaction SMILES: [CH3:1][N:2]1[CH2:15][CH2:14][C:5]2[NH:6][C:7]3[CH:8]=[CH:9][C:10]([CH3:13])=[CH:11][C:12]=3[C:4]=2[CH2:3]1.Br[C:17]1[N:21]([CH3:22])[CH:20]=[N:19][CH:18]=1.[O-]P([O-])([O-])=O.[K+].[K+].[K+].N1CCC[C@H]1C(O)=O>CN(C=O)C.O.[Cu]I>[CH3:1][N:2]1[CH2:15][CH2:14][C:5]2[N:6]([C:17]3[N:21]([CH3:22])[CH:20]=[N:19][CH:18]=3)[C:7]3[CH:8]=[CH:9][C:10]([CH3:13])=[CH:11][C:12]=3[C:4]=2[CH2:3]1 |f:2.3.4.5|. Reported procedure: A solution of 2,8-dimethyl-2,3,4,5-tetrahydro-1H-pyrido[4,3-b]indole (0.4 g, 2 mmol), 5-bromo-1-methyl-1H-imidazole (0.644 g, 4 mmol), K3PO4 (0.848 g, 4 mmol), CuI (38 mg, 0.2 mmol) and L-Proline (46 mg, 0.39 mmol) in dry DMF (6 mL) was stirred at 150° C. for 16 h. The reaction mixture was diluted with water and extracted with EtOAc. The organic layer was dried over anhydrous sodium sulfate and concentrated under reduced pressure to afford crude material, which was purified by reverse phase HPLC...